Dataset: the Open Reaction Database (ORD), a public repository of structured organic reaction records. Task: describe an organic reaction: reactants, conditions, products, and yield Reactants: COc1cc(C#N)c(C(=O)O)cc1OCc1ccccc1, C1COCCO1, CCOC(C)=O, COC(=O)OC(=O)OC, OB(O)c1ccccc1F, c1ccc(P(c2ccccc2)(c2ccccc2)[Pd](P(c2ccccc2)(c2ccccc2)c2ccccc2)(P(c2ccccc2)(c2ccccc2)c2ccccc2)P(c2ccccc2)(c2ccccc2)c2ccccc2)cc1. The product is COc1cc(C#N)c(C(=O)c2ccccc2F)cc1OCc1ccccc1. Reaction SMILES: [CH2:1]([c:2]1[cH:3][cH:4][cH:5][cH:6][cH:7]1)[O:8][c:9]1[c:10]([O:20][CH3:21])[cH:11][c:12]([C:18]#[N:19])[c:13]([C:14](=[O:15])[OH:16])[cH:17]1.[CH2:41]1[O:42][CH2:43][CH2:44][O:45][CH2:46]1.[CH3:124][CH2:125][O:126][C:127](=[O:128])[CH3:129].[CH3:32][O:33][C:34]([O:35][C:36]([O:37][CH3:38])=[O:39])=[O:40].[F:22][c:23]1[c:24]([B:29]([OH:30])[OH:31])[cH:25][cH:26][cH:27][cH:28]1.[cH:47]1[cH:48][cH:49][c:50]([P:51]([Pd:52]([P:53]([c:54]2[cH:55][cH:56][cH:57][cH:58][cH:59]2)([c:60]2[cH:61][cH:62][cH:63][cH:64][cH:65]2)[c:66]2[cH:67][cH:68][cH:69][cH:70][cH:71]2)([P:72]([c:73]2[cH:74][cH:75][cH:76][cH:77][cH:78]2)([c:79]2[cH:80][cH:81][cH:82][cH:83][cH:84]2)[c:85]2[cH:86][cH:87][cH:88][cH:89][cH:90]2)[P:91]([c:92]2[cH:93][cH:94][cH:95][cH:96][cH:97]2)([c:98]2[cH:99][cH:100][cH:101][cH:102][cH:103]2)[c:104]2[cH:105][cH:106][cH:107][cH:108][cH:109]2)([c:110]2[cH:111][cH:112][cH:113][cH:114][cH:115]2)[c:116]2[cH:117][cH:118][cH:119][cH:120][cH:121]2)[cH:122][cH:123]1>>[CH2:1]([c:2]1[cH:3][cH:4][cH:5][cH:6][cH:7]1)[O:8][c:9]1[c:10]([O:20][CH3:21])[cH:11][c:12]([C:18]#[N:19])[c:13]([C:14](=[O:16])[c:24]2[c:23]([F:22])[cH:28][cH:27][cH:26][cH:25]2)[cH:17]1. The reactants are C1(=CC=CC=C1)CC(N)=NO (phenylacetamide oxime), C1(=CC=CC=C1)C (toluene), resultant mixture, C1(=CC=CC=C1)C (toluene), ClCC(=O)OC(CCl)=O (chloroacetic anhydride). Solvent: O (water). The product is C(C1=CC=CC=C1)C1=NOC(=N1)CCl (3-benzyl-5-chloromethyl-1,2,4-oxadiazole). Reaction SMILES: [C:1]1([CH2:7][C:8](=[N:10][OH:11])[NH2:9])[CH:6]=[CH:5][CH:4]=[CH:3][CH:2]=1.C1(C)C=CC=CC=1.[Cl:19][CH2:20][C:21](OC(=O)CCl)=O>O>[CH2:7]([C:8]1[N:9]=[C:21]([CH2:20][Cl:19])[O:11][N:10]=1)[C:1]1[CH:6]=[CH:5][CH:4]=[CH:3][CH:2]=1. Procedure: A solution of 40 g. (0.27 mole) of crude phenylacetamide oxime in 200 ml. of dry toluene is treated with 45.9 g. (0.27 mole) of chloroacetic anhydride in 100 ml. of toluene. The resultant mixture is then refluxed and the water formed is removed by means of a Dean Stark trap. The mixture is refluxed for 3-4 hours after which it is cooled and extracted once with 150 ml. of water and four times with 100 ml. of a saturated sodium bicarbonate solution. The toluene solution is then dried over magnesiu... The reactants are CNC(=O)OCc1ccc(Cl)c(CN(C(=O)OC(C)(C)C)C2CC2)c1, ClCCl, Cl. The product is CNC(=O)OCc1ccc(Cl)c(CNC2CC2)c1. RXN SMILES: [C:2]([O:3][C:4](=[O:5])[N:8]([CH:9]1[CH2:10][CH2:11]1)[CH2:12][c:13]1[c:14]([Cl:25])[cH:15][cH:16][c:17]([CH2:19][O:20][C:21]([NH:22][CH3:23])=[O:24])[cH:18]1)([CH3:6])([CH3:7])[CH3:26].[Cl:27][CH2:28][Cl:29].[ClH:1]>>[NH:8]([CH:9]1[CH2:10][CH2:11]1)[CH2:12][c:13]1[c:14]([Cl:25])[cH:15][cH:16][c:17]([CH2:19][O:20][C:21]([NH:22][CH3:23])=[O:24])[cH:18]1. Starting materials: N#CC1=C(C#N)C(=O)C(Cl)=C(Cl)C1=O, CC(=O)O, CC(C)(C)c1cc(CNn2ccnc2)cc(C(C)(C)C)c1O, c1ccccc1. The product is CC(C)(C)c1cc(C=Nn2ccnc2)cc(C(C)(C)C)c1O. Reaction SMILES: [C:27]([C:28]1=[C:37]([C:38]#[N:39])[C:35](=[O:36])[C:33]([Cl:34])=[C:31]([Cl:32])[C:29]1=[O:30])#[N:40].[CH3:23][C:24](=[O:25])[OH:26].[OH:1][c:2]1[c:3]([C:19]([CH3:20])([CH3:21])[CH3:22])[cH:4][c:5]([CH2:6][NH:7][n:8]2[cH:9][n:10][cH:11][cH:12]2)[cH:13][c:14]1[C:15]([CH3:16])([CH3:17])[CH3:18].[cH:41]1[cH:42][cH:43][cH:44][cH:45][cH:46]1>>[OH:1][c:2]1[c:3]([C:19]([CH3:20])([CH3:21])[CH3:22])[cH:4][c:5]([CH:6]=[N:7][n:8]2[cH:9][n:10][cH:11][cH:12]2)[cH:13][c:14]1[C:15]([CH3:16])([CH3:17])[CH3:18]. Reactants: COc1ccc2c(c1)N(C(=O)OC(C)(C)C)CCC2, ClCCl, [Na+], [Na+], O=C([O-])[O-], O=C(O)C(F)(F)F. Yields the product COc1ccc2c(c1)NCCC2. Reaction SMILES: [C:1]([O:2][C:3](=[O:4])[N:8]1[CH2:9][CH2:10][CH2:11][c:12]2[cH:13][cH:14][c:15]([O:18][CH3:19])[cH:16][c:17]21)([CH3:5])([CH3:6])[CH3:7].[Cl:33][CH2:34][Cl:35].[Na+:27].[Na+:28].[O-:29][C:30](=[O:31])[O-:32].[OH:20][C:21]([C:22]([F:23])([F:24])[F:25])=[O:26]>>[NH:8]1[CH2:9][CH2:10][CH2:11][c:12]2[cH:13][cH:14][c:15]([O:18][CH3:19])[cH:16][c:17]21.